Dataset: the Open Reaction Database (ORD), a public repository of structured organic reaction records. Task: describe an organic reaction: reactants, conditions, products, and yield The reactants are COc1ccccc1-c1cc2c(c3c1C(=O)NC3=O)c1cc([N+](=O)[O-])ccc1n2C, [Fe]. The product is COc1ccccc1-c1cc2c(c3c1C(=O)NC3=O)c1cc(N)ccc1n2C. RXN SMILES: [CH3:1][O:2][c:3]1[c:4](-[c:9]2[cH:10][c:11]3[n:12]([CH3:30])[c:13]4[cH:14][cH:15][c:16]([N+:27]([O-:28])=[O:29])[cH:17][c:18]4[c:19]3[c:20]3[c:21]2[C:22](=[O:26])[NH:23][C:24]3=[O:25])[cH:5][cH:6][cH:7][cH:8]1.[Fe:31]>>[CH3:1][O:2][c:3]1[c:4](-[c:9]2[cH:10][c:11]3[n:12]([CH3:30])[c:13]4[cH:14][cH:15][c:16]([NH2:27])[cH:17][c:18]4[c:19]3[c:20]3[c:21]2[C:22](=[O:26])[NH:23][C:24]3=[O:25])[cH:5][cH:6][cH:7][cH:8]1. Starting materials: C(C)N(C(C)C)C(C)C (N-ethyl-N-isopropylpropan-2-amine), CS(=O)(=O)Cl (methanesulfonyl chloride), COC(C(C=1SC(=CC1)C)O)=O (hydroxy-(5-methyl-thiophen-2-yl)-acetic acid methyl ester). Solvent: C(Cl)Cl (DCM), C(Cl)Cl (DCM). Conditions: time 2 hour. Yields the product COC(C(C=1SC(=CC1)C)OS(=O)(=O)C)=O (methanesulfonyloxy-(5-methyl-thiophen-2-yl)-acetic acid methyl ester). Isolated yield 80.3%. RXN SMILES: [CH3:1][O:2][C:3](=[O:12])[CH:4]([OH:11])[C:5]1[S:6][C:7]([CH3:10])=[CH:8][CH:9]=1.C(N(C(C)C)C(C)C)C.[CH3:22][S:23](Cl)(=[O:25])=[O:24]>C(Cl)Cl>[CH3:1][O:2][C:3](=[O:12])[CH:4]([O:11][S:23]([CH3:22])(=[O:25])=[O:24])[C:5]1[S:6][C:7]([CH3:10])=[CH:8][CH:9]=1. Procedure: To a solution of hydroxy-(5-methyl-thiophen-2-yl)-acetic acid methyl ester (I265) (1.84 g, 9.89 mmol) in dry DCM, cooled at 0° C. under nitrogen atmosphere, N-ethyl-N-isopropylpropan-2-amine (2.54 mL, 14.8 mmol) and methanesulfonyl chloride (1.16 mL, 14.8 mmol) are added and the reaction is stirred at RT for 2 hours. DCM is added and the organic phase is washed with aq. NaHCO3, water and brine, dried over Na2SO4 and evaporated to obtain intermediate I268 as a dark brown oil (2.1 g, 80% yield). The reactants are CS(=O)(=O)OCC1NC(C2=CC=CC=C2C1)=O ((1-oxo-3,4-dihydro-2H-isoquinolin-3-yl)methyl methanesulfonate), [N-]=[N+]=[N-].[Na+] (NaN3). The solvent is CN(C)C=O (DMF). Conditions: temperature 70 celsius, time 8 hour. Product: N(=[N+]=[N-])CC1NC(C2=CC=CC=C2C1)=O (3-(Azidomethyl)-3,4-dihydro-2H-isoquinolin-1-one). Yield: 71.5%. As a reaction SMILES: CS(O[CH2:6][CH:7]1[CH2:16][C:15]2[C:10](=[CH:11][CH:12]=[CH:13][CH:14]=2)[C:9](=[O:17])[NH:8]1)(=O)=O.[N-:18]=[N+:19]=[N-:20].[Na+]>CN(C=O)C>[N:18]([CH2:6][CH:7]1[CH2:16][C:15]2[C:10](=[CH:11][CH:12]=[CH:13][CH:14]=2)[C:9](=[O:17])[NH:8]1)=[N+:19]=[N-:20] |f:1.2|. Procedure: Dissolve (1-oxo-3,4-dihydro-2H-isoquinolin-3-yl)methyl methanesulfonate (3 g, 11.7 mmol) in DMF (10 mL). Add NaN3; heat to 70° C. and stir overnight. Concentrate under reduced pressure; add water; and extract with EtOAc. Combine the extracts and remove the solvents under reduced pressure to provide the title compound (1.7 g, 71.5%). 1H NMR (400 mHz, CDCl3): δ 8.1 (s, 1H), 7.6 (m, 1H), 7.5 (m, 1H), 7.0 (s, 1H), 3.9 (m, 1H), 3.5 (m, 2H), 3.0 (m, 2H).